Dataset: the Open Reaction Database (ORD), a public repository of structured organic reaction records. Task: describe an organic reaction: reactants, conditions, products, and yield Reactants: CC(=O)C1=C(C)NC(C)=C(C(=O)OC2CC(=O)N(Cc3ccccc3)C2=O)C1c1cccc2c(=O)cc(C)oc12, C1CCC2=NCCCN2CC1, CCOC(C)=O, Cl, O. The product is CC(=O)C1=C(C)NC(C)=C(C(=O)O)C1c1cccc2c(=O)cc(C)oc12. As a reaction SMILES: [C:1]([CH3:2])(=[O:3])[C:4]1=[C:9]([CH3:10])[NH:8][C:7]([CH3:11])=[C:6]([C:12](=[O:13])[O:14][CH:15]2[CH2:16][C:17](=[O:18])[N:19]([CH2:20][c:21]3[cH:22][cH:23][cH:24][cH:25][cH:26]3)[C:27]2=[O:28])[CH:5]1[c:29]1[cH:30][cH:31][cH:32][c:33]2[c:34](=[O:40])[cH:35][c:36]([CH3:39])[o:37][c:38]12.[CH2:41]1[CH2:42][CH2:43][C:44]2=[N:49][CH2:48][CH2:47][CH2:46][N:45]2[CH2:50][CH2:51]1.[CH3:54][CH2:55][O:56][C:57](=[O:58])[CH3:59].[ClH:53].[OH2:52]>>[C:1]([CH3:2])(=[O:3])[C:4]1=[C:9]([CH3:10])[NH:8][C:7]([CH3:11])=[C:6]([C:12](=[O:13])[OH:14])[CH:5]1[c:29]1[cH:30][cH:31][cH:32][c:33]2[c:34](=[O:40])[cH:35][c:36]([CH3:39])[o:37][c:38]12. Starting materials: [Li]CCCC, COC(=O)c1cnc2c(ccn2S(=O)(=O)c2ccccc2)c1, CCCCCC, CC(C)[N-]C(C)C, CC(C)NC(C)C, O=CCC1CCCC1, [Li+], C1CCOC1. Product: COC(=O)c1cnc2c(c1)cc(C(O)CC1CCCC1)n2S(=O)(=O)c1ccccc1. RXN SMILES: [CH2:31]([Li:32])[CH2:33][CH2:34][CH3:35].[CH3:1][O:2][C:3](=[O:4])[c:5]1[cH:6][c:7]2[c:8]([n:9][cH:10]1)[n:11]([S:14](=[O:15])(=[O:16])[c:17]1[cH:18][cH:19][cH:20][cH:21][cH:22]1)[cH:12][cH:13]2.[CH3:36][CH2:37][CH2:38][CH2:39][CH2:40][CH3:41].[CH:23]([N-:24][CH:25]([CH3:26])[CH3:27])([CH3:28])[CH3:29].[CH:42]([NH:43][CH:44]([CH3:45])[CH3:46])([CH3:47])[CH3:48].[CH:49]1([CH2:54][CH:55]=[O:56])[CH2:50][CH2:51][CH2:52][CH2:53]1.[Li+:30].[O:57]1[CH2:58][CH2:59][CH2:60][CH2:61]1>>[CH3:1][O:2][C:3](=[O:4])[c:5]1[cH:6][c:7]2[c:8]([n:9][cH:10]1)[n:11]([S:14](=[O:15])(=[O:16])[c:17]1[cH:18][cH:19][cH:20][cH:21][cH:22]1)[c:12]([CH:55]([CH2:54][CH:49]1[CH2:50][CH2:51][CH2:52][CH2:53]1)[OH:56])[cH:13]2. RXN SMILES: [CH3:41][CH2:42][N:43]=[C:44]=[N:45][CH2:46][CH2:47][CH2:48][N:49]([CH3:50])[CH3:51].[CH:32]([N:33]([CH:34]([CH3:35])[CH3:36])[CH2:37][CH3:38])([CH3:39])[CH3:40].[ClH:52].[NH2:53][CH:54]([CH2:55][OH:56])[c:57]1[cH:58][c:59]([Cl:63])[cH:60][cH:61][cH:62]1.[O:64]=[CH:65][N:66]([CH3:67])[CH3:68].[OH:22][c:23]1[c:24]2[n:25][n:26][nH:27][c:28]2[cH:29][cH:30][cH:31]1.[c:1]1([NH:7][c:8]2[n:9][c:10](-[c:14]3[cH:15][c:16]([C:19](=[O:20])[OH:21])[nH:17][cH:18]3)[n:11][cH:12][n:13]2)[cH:2][cH:3][cH:4][cH:5][cH:6]1>>[c:1]1([NH:7][c:8]2[n:9][c:10](-[c:14]3[cH:15][c:16]([C:19](=[O:21])[NH:53][CH:54]([CH2:55][OH:56])[c:57]4[cH:58][c:59]([Cl:63])[cH:60][cH:61][cH:62]4)[nH:17][cH:18]3)[n:11][cH:12][n:13]2)[cH:2][cH:3][cH:4][cH:5][cH:6]1. Reactants: CCN=C=NCCCN(C)C, CCN(C(C)C)C(C)C, Cl, NC(CO)c1cccc(Cl)c1, CN(C)C=O, Oc1cccc2[nH]nnc12, O=C(O)c1cc(-c2ncnc(Nc3ccccc3)n2)c[nH]1. Yields the product O=C(NC(CO)c1cccc(Cl)c1)c1cc(-c2ncnc(Nc3ccccc3)n2)c[nH]1. Starting materials: C=CC=O (polyacrolein), CC(=O)N(CCCCCNC(=O)CCC(=O)N(CCCCCNC(=O)CCC(=O)N(CCCCCN)O)O)O (deferoxamine), polyacrolein-deferixamine, resultant mixture. Solvent: CS(=O)C (dimethylsulfoxide), CS(=O)C (dimethylsulfoxide). The product is C=CC=O.CC(=O)N(CCCCCNC(=O)CCC(=O)N(CCCCCNC(=O)CCC(=O)N(CCCCCN)O)O)O (polyacrolein deferoxamine). Reaction SMILES: [CH2:1]=[CH:2][CH:3]=[O:4].[CH3:5][C:6]([N:8]([OH:43])[CH2:9][CH2:10][CH2:11][CH2:12][CH2:13][NH:14][C:15]([CH2:17][CH2:18][C:19]([N:21]([OH:42])[CH2:22][CH2:23][CH2:24][CH2:25][CH2:26][NH:27][C:28]([CH2:30][CH2:31][C:32]([N:34]([OH:41])[CH2:35][CH2:36][CH2:37][CH2:38][CH2:39][NH2:40])=[O:33])=[O:29])=[O:20])=[O:16])=[O:7]>CS(C)=O>[CH2:1]=[CH:2][CH:3]=[O:4].[CH3:5][C:6]([N:8]([OH:43])[CH2:9][CH2:10][CH2:11][CH2:12][CH2:13][NH:14][C:15]([CH2:17][CH2:18][C:19]([N:21]([OH:42])[CH2:22][CH2:23][CH2:24][CH2:25][CH2:26][NH:27][C:28]([CH2:30][CH2:31][C:32]([N:34]([OH:41])[CH2:35][CH2:36][CH2:37][CH2:38][CH2:39][NH2:40])=[O:33])=[O:29])=[O:20])=[O:16])=[O:7] |f:3.4|. Procedure details: To a solution of polyacrolein (125 mg) in dimethylsulfoxide (2.5 ml), a solution of deferoxamine (105 mg) in dimethylsulfoxide (2.5 ml) was added, and the resultant mixture was agitated at room temperature for 3 hours to produce a solution containing the polyacrolein-deferixamine condensation product, which is useful as a non-radioactive carrier.